Dataset: the Open Reaction Database (ORD), a public repository of structured organic reaction records. Task: describe an organic reaction: reactants, conditions, products, and yield Starting materials: NC(CO)(C)C (2-amino-2-methyl-1-propanol), COC1=C(C=CC(=C1OC)C(=O)Cl)C(=O)Cl (2,3-dimethoxy-1,4-benzenedicarboxylic chloride). Run in C(Cl)Cl (methylene chloride), C(Cl)Cl (methylene chloride). Conditions: time 2 hour. Yields the product OCC(C)(C)NC(=O)C1=C(C(=C(C=C1)C(=O)NC(CO)(C)C)OC)OC (N,N'-bis(2-hydroxy-1,1-dimethylethyl)-2,3-dimethoxy-1,4-phenylenedicarboxamide). The yield is 100.1%. Reaction SMILES: [NH2:1][C:2]([CH3:6])([CH3:5])[CH2:3][OH:4].[CH3:7][O:8][C:9]1[C:14]([O:15][CH3:16])=[C:13]([C:17](Cl)=[O:18])[CH:12]=[CH:11][C:10]=1[C:20](Cl)=[O:21]>C(Cl)Cl>[OH:4][CH2:3][C:2]([NH:1][C:17]([C:13]1[CH:12]=[CH:11][C:10]([C:20]([NH:1][C:2]([CH3:6])([CH3:5])[CH2:3][OH:4])=[O:21])=[C:9]([O:8][CH3:7])[C:14]=1[O:15][CH3:16])=[O:18])([CH3:6])[CH3:5]. Reported procedure: In 8 mL of anhydrous methylene chloride, was dissolved 6.06 g (68.0 mmol) of 2-amino-2-methyl-1-propanol. Thereto, a solution of 4.47 g (17.0 mmol) of 2,3-dimethoxy-1,4-benzenedicarboxylic chloride in 8 mL of anhydrous methylene chloride was added by keeping the inner temperature at 5°-10° C., and the mixture was stirred at room temperature for 2 hours. The reaction mixture was filtered, and washed with water. The filtrate and the wash water were combined and concentrated under a reduced pressur... Starting materials: O=C([O-])[O-], COc1ccc(B(O)O)cc1, COCCOC, O=C1Nc2cccc(I)c2C1=Cc1ccc[nH]1, [Na+], [Na+]. Product: COc1ccc(-c2cccc3c2C(=Cc2ccc[nH]2)C(=O)N3)cc1. RXN SMILES: [C:18](=[O:19])([O-:20])[O-:21].[CH3:24][O:25][c:26]1[cH:27][cH:28][c:29]([B:32]([OH:33])[OH:34])[cH:30][cH:31]1.[CH3:35][O:36][CH2:37][CH2:38][O:39][CH3:40].[I:1][c:2]1[c:3]2[c:7]([cH:8][cH:9][cH:10]1)[NH:6][C:5](=[O:11])[C:4]2=[CH:12][c:13]1[nH:14][cH:15][cH:16][cH:17]1.[Na+:22].[Na+:23]>>[c:2]1(-[c:29]2[cH:28][cH:27][c:26]([O:25][CH3:24])[cH:31][cH:30]2)[c:3]2[c:7]([cH:8][cH:9][cH:10]1)[NH:6][C:5](=[O:11])[C:4]2=[CH:12][c:13]1[nH:14][cH:15][cH:16][cH:17]1. Reactants: [H-].[Na+] (sodium hydride), C(C)(=O)C=1SC(=C2C1CC(CC2=O)(C)C)SC (1-acetyl-6,6-dimethyl-3-methylthio-4,5,6,7-tetrahydrobenzo [c]thiophen-4-one), CO (Methanol), C(=O)OCC (ethyl formate). The solvent is C1CCOC1 (THF), O (water), C1CCOC1 (THF). Conditions: time 8 hour. Yields the product CC1(CC(C=2C(=C(SC2SC)C(C=CO)=O)C1)=O)C (6,6-Dimethyl-1-(3-hydroxy-1-oxoprop-2-enyl)-3-methylthio-4,5,6,7-tetrahydrobenzo [c]thiophen-4-one). Yield: 71.0%. RXN SMILES: [H-].[Na+].[CH:3](OCC)=[O:4].[C:8]([C:11]1[S:12][C:13]([S:23][CH3:24])=[C:14]2[C:19](=[O:20])[CH2:18][C:17]([CH3:22])([CH3:21])[CH2:16][C:15]=12)(=[O:10])[CH3:9].CO>C1COCC1.O>[CH3:22][C:17]1([CH3:21])[CH2:16][C:15]2=[C:11]([C:8](=[O:10])[CH:9]=[CH:3][OH:4])[S:12][C:13]([S:23][CH3:24])=[C:14]2[C:19](=[O:20])[CH2:18]1 |f:0.1|. Reported procedure: To a suspension of sodium hydride (149 mg of a 60% dispersion in oil. 3.7 mmol) in THF (7 mL) was added ethyl formate (0.75 mL, 9.3 mmol) at 0° C., under nitrogen. After addition a solution of 1-acetyl-6,6-dimethyl-3-methylthio-4,5,6,7-tetrahydrobenzo [c]thiophen-4-one (0.5 g, 1.9 mmol) in THF (7 mL) was added. The mixture was stirred overnight at room temperature. Methanol (0.5 mL) and water (0.5 mL) were then added to the mixture and the solvent removed in vacuo. The residue was dissolved in w... The reactants are C1COCCN1, COc1ccc(C(=O)Nc2cc(NC(=O)c3cccc(CCl)c3)ccc2C)cc1OC. The product is COc1ccc(C(=O)Nc2cc(NC(=O)c3cccc(CN4CCOCC4)c3)ccc2C)cc1OC. Reaction SMILES: [CH2:1]1[CH2:2][O:3][CH2:4][CH2:5][NH:6]1.[Cl:7][CH2:8][c:9]1[cH:10][c:11]([C:12](=[O:13])[NH:14][c:15]2[cH:16][cH:17][c:18]([CH3:34])[c:19]([NH:21][C:22]([c:23]3[cH:24][c:25]([O:31][CH3:32])[c:26]([O:29][CH3:30])[cH:27][cH:28]3)=[O:33])[cH:20]2)[cH:35][cH:36][cH:37]1>>[CH2:1]1[CH2:2][O:3][CH2:4][CH2:5][N:6]1[CH2:8][c:9]1[cH:10][c:11]([C:12](=[O:13])[NH:14][c:15]2[cH:16][cH:17][c:18]([CH3:34])[c:19]([NH:21][C:22]([c:23]3[cH:24][c:25]([O:31][CH3:32])[c:26]([O:29][CH3:30])[cH:27][cH:28]3)=[O:33])[cH:20]2)[cH:35][cH:36][cH:37]1. Starting materials: CCOC(=O)CCCn1nnc(C=C2CN(C(C(=O)C3CC3)c3ccccc3F)CCC2SC(C)=O)n1, CCO, Cl. Yields the product Cl, CCOC(=O)CCCn1nnc(C=C2CN(C(C(=O)C3CC3)c3ccccc3F)CCC2S)n1. As a reaction SMILES: [C:1](=[O:2])([CH3:3])[S:4][CH:5]1[C:6](=[CH:24][c:25]2[n:26][n:27][n:28]([CH2:30][CH2:31][CH2:32][C:33](=[O:34])[O:35][CH2:36][CH3:37])[n:29]2)[CH2:7][N:8]([CH:11]([C:12](=[O:13])[CH:14]2[CH2:15][CH2:16]2)[c:17]2[c:18]([F:23])[cH:19][cH:20][cH:21][cH:22]2)[CH2:9][CH2:10]1.[CH3:39][CH2:40][OH:41].[ClH:38]>>[ClH:38].[SH:4][CH:5]1[C:6](=[CH:24][c:25]2[n:26][n:27][n:28]([CH2:30][CH2:31][CH2:32][C:33](=[O:34])[O:35][CH2:36][CH3:37])[n:29]2)[CH2:7][N:8]([CH:11]([C:12](=[O:13])[CH:14]2[CH2:15][CH2:16]2)[c:17]2[c:18]([F:23])[cH:19][cH:20][cH:21][cH:22]2)[CH2:9][CH2:10]1. Starting materials: [N+](=O)([O-])C=1SC(=CC1)C=O (2-nitrothiophen-5-carboxaldehyde), FC(C=1C=C(C=CC1)S(=O)(=O)CC#N)(F)F (3-trifluoromethylphenylsulfonylacetonitrile). Product: [N+](=O)([O-])C=1SC(=CC1)/C=C(\C#N)/S(=O)(=O)C1=CC(=CC=C1)C(F)(F)F ((E)-3-(2-nitrothien-5-yl)-2-[3-(trifluoromethyl)phenylsulfonyl]acrylonitrile). Reaction SMILES: [N+:1]([C:4]1[S:5][C:6]([CH:9]=O)=[CH:7][CH:8]=1)([O-:3])=[O:2].[F:11][C:12]([F:26])([F:25])[C:13]1[CH:14]=[C:15]([S:19]([CH2:22][C:23]#[N:24])(=[O:21])=[O:20])[CH:16]=[CH:17][CH:18]=1>>[N+:1]([C:4]1[S:5][C:6](/[CH:9]=[C:22](/[S:19]([C:15]2[CH:16]=[CH:17][CH:18]=[C:13]([C:12]([F:26])([F:11])[F:25])[CH:14]=2)(=[O:21])=[O:20])\[C:23]#[N:24])=[CH:7][CH:8]=1)([O-:3])=[O:2]. Procedure: Reaction of 2-nitrothiophen-5-carboxaldehyde and 3-trifluoromethylphenylsulfonylacetonitrile as in Example 1 gave (E)-3-(2-nitrothien-5-yl)-2-[3-(trifluoromethyl)phenylsulfonyl]acrylonitrile Starting materials: C(=O)(O)CCC(=O)NC[C@]12[C@@H]([C@H]3CC[C@@H]4[C@]5(CC=C(C([C@@H]5CC[C@]4([C@@]3(CC1)C)C)(C)C)C1=CC=C(C(=O)O)C=C1)C)[C@@H](CC2)C(=C)C (4-((1R,3aS,5aR,5bR,7aR,11aS,11bR,13aR,13bR)-3a-((3-carboxypropanamido)methyl)-5a,5b,8,8,11a-pentamethyl-1-(prop-1-en-2-yl)-2,3,3a,4,5,5a,5b,6,7,7a,8,11,11a,11b,12,13,13a,13b-octadecahydro-1H-cyclopenta[a]chrysen-9-yl)benzoic acid), C(=O)(C(F)(F)F)O (TFA). Solvent: CO (methanol). Product: C(=O)(C(F)(F)F)O.CO (TFA methanol). Reaction SMILES: [C:1](CCC(NC[C@]12CC[C@@H](C(C)=C)[C@@H]1[C@@H]1[C@@](C)(CC2)[C@@]2(C)[C@@H]([C@]3(C)[C@@H](CC2)C(C)(C)C(C2C=CC(C(O)=O)=CC=2)=CC3)CC1)=O)(O)=[O:2].[C:48]([OH:54])([C:50]([F:53])([F:52])[F:51])=[O:49]>CO>[C:48]([OH:54])([C:50]([F:53])([F:52])[F:51])=[O:49].[CH3:1][OH:2] |f:3.4|. Procedure details: To a solution of 4-((1R,3aS,5aR,5bR,7aR,11aS,11bR,13aR,13bR)-3a-((3-carboxypropanamido)methyl)-5a,5b,8,8,11a-pentamethyl-1-(prop-1-en-2-yl)-2,3,3a,4,5,5a,5b,6,7,7a,8,11,11a,11b,12,13,13a,13b-octadecahydro-1H-cyclopenta[a]chrysen-9-yl)benzoic acid (20 mg, 0.037 mmol) in methanol (2 ml) was added TFA to form a 0.1% v/v TFA-methanol solution. The mixture was stirred at rt for 28 h. The solvent was removed in vacuo and the resulting residue was purified by prep. HPLC. The product was isolated as a w... Reactants: [Br-], O=C(O)C(Br)CCBr, CONC(=O)C(Br)CCBr, [H-], [Na+], c1ccccc1. Yields the product CON1CCC(Br)C1=O. RXN SMILES: [Br-:13].[Br:14][CH:15]([CH2:16][CH2:17][Br:18])[C:19]([OH:20])=[O:21].[CH3:1][O:2][NH:3][C:4]([CH:5]([CH2:6][CH2:7][Br:8])[Br:9])=[O:10].[H-:11].[Na+:12].[cH:22]1[cH:23][cH:24][cH:25][cH:26][cH:27]1>>[CH3:1][O:2][N:3]1[C:4](=[O:10])[CH:5]([Br:9])[CH2:6][CH2:7]1. Starting materials: CC=1N=C2N(C(C1)=O)C=CS2 (7-methyl-5H-thiazolo[3,2-a]pyrimidine-5-one), C(Cl)(Cl)Cl (chloroform), C(CC(=O)C)(=O)OCC (ethyl acetoacetate), BrN1C(CCC1=O)=O (N-bromo-succinimide). Run in C1=CC=CC=C1 (benzene). Conditions: time 1 hour. The product is BrC1=C(N=C2N(C1=O)C=CS2)C (6-bromo-7-methyl-5H-thiazolo[3,2-a]pyrimidine-5-one). As a reaction SMILES: [CH3:1][C:2]1[N:3]=[C:4]2[S:11][CH:10]=[CH:9][N:5]2[C:6](=[O:8])[CH:7]=1.C(OCC)(=O)CC(C)=O.[Br:21]N1C(=O)CCC1=O.C(Cl)(Cl)Cl>C1C=CC=CC=1>[Br:21][C:7]1[C:6](=[O:8])[N:5]2[CH:9]=[CH:10][S:11][C:4]2=[N:3][C:2]=1[CH3:1]. Procedure details: 7-methyl-5H-thiazolo[3,2-a]pyrimidine-5-one, m.p. 127°-129° C., (4 g), prepared according to Example 1 using ethyl acetoacetate, dissolved in benzene (100 ml) was reacted with N-bromo-succinimide (4.7 g) under stirring at room temperature for 1 hour. The precipitate was dissolved by adding chloroform and the solution was washed with water: evaporation in vacuo to dryness and crystallization of the residue from methanol gave 6-bromo-7-methyl-5H-thiazolo[3,2-a]pyrimidine-5-one, m.p. 233°-234° C. (...